Dataset: the Open Reaction Database (ORD), a public repository of structured organic reaction records. Task: describe an organic reaction: reactants, conditions, products, and yield Run in C1CCOC1 (THF), C(C)N(CC)CC (triethylamine). Product: C(C)OC(CN(C)C(C1=C(C=CC=C1)C(C1=CC=C(C=C1)F)=O)=O)=O (N-[2-(4-fluorobenzoyl)benzoyl]-N-methylglycine ethyl ester). Reaction conditions: time 1 hour. RXN SMILES: [F:1][C:2]1[CH:18]=[CH:17][C:5]([C:6]([C:8]2[CH:16]=[CH:15][CH:14]=[CH:13][C:9]=2[C:10]([OH:12])=O)=[O:7])=[CH:4][CH:3]=1.ON1C2C=CC=CC=2N=N1.C1(N=C=NC2CCCCC2)CCCCC1.Cl.[CH2:45]([O:47][C:48](=[O:52])[CH2:49][NH:50][CH3:51])[CH3:46]>C(N(CC)CC)C.C1COCC1>[CH2:45]([O:47][C:48](=[O:52])[CH2:49][N:50]([C:10](=[O:12])[C:9]1[CH:13]=[CH:14][CH:15]=[CH:16][C:8]=1[C:6](=[O:7])[C:5]1[CH:4]=[CH:3][C:2]([F:1])=[CH:18][CH:17]=1)[CH3:51])[CH3:46] |f:3.4|. Procedure details: A mixture of 2-(4-fluorobenzoyl)benzoic acid (3.00 g), 1-hydroxybenzotriazole (2.07 g), 1,3-dicyclohexylcarbodiimide (3.00 g) and anhydrous THF (50 ml) was stirred at room temperature for 1 hour. To this mixture were added N-methylglycine ethyl ester hydrochloride (2.84 g) and triethylamine (2.58 ml), followed by stirring at room temperature for 16 hours and with heating and refluxing for 4 hours. After the solvent was distilled off, ethyl acetate was added to the residue, and the insoluble crys... The reactants are FC1=CC=C(C(=O)C2=C(C(=O)O)C=CC=C2)C=C1 (2-(4-fluorobenzoyl)benzoic acid), ON1N=NC2=C1C=CC=C2 (1-hydroxybenzotriazole), C1(CCCCC1)N=C=NC1CCCCC1 (1,3-dicyclohexylcarbodiimide), Cl.C(C)OC(CNC)=O (N-methylglycine ethyl ester hydrochloride). The reactants are NC1=C(C=CC(=C1)S(=O)(=O)CC)O (2-amino-4-(ethylsulfonyl)phenol), CC1=CC=C(S1)C=O (5-methyl-2-thiophenecarboxaldehyde), C(C)(=O)[O-].C(C)(=O)[O-].C(C)(=O)[O-].C(C)(=O)[O-].[Pb+4] (lead tetraacetate). The solvent is C(C)O (ethanol). Reaction conditions: temperature 70 celsius. Yields the product C(C)S(=O)(=O)C=1C=CC2=C(N=C(O2)C=2SC(=CC2)C)C1 (5-(Ethylsulfonyl)-2-(5-methylthiophen-2-yl)benzo[d]oxazole). Yield: 0.3%. RXN SMILES: [NH2:1][C:2]1[CH:7]=[C:6]([S:8]([CH2:11][CH3:12])(=[O:10])=[O:9])[CH:5]=[CH:4][C:3]=1[OH:13].[CH3:14][C:15]1[S:19][C:18]([CH:20]=O)=[CH:17][CH:16]=1.C([O-])(=O)C.C([O-])(=O)C.C([O-])(=O)C.C([O-])(=O)C.[Pb+4]>C(O)C>[CH2:11]([S:8]([C:6]1[CH:5]=[CH:4][C:3]2[O:13][C:20]([C:18]3[S:19][C:15]([CH3:14])=[CH:16][CH:17]=3)=[N:1][C:2]=2[CH:7]=1)(=[O:10])=[O:9])[CH3:12] |f:2.3.4.5.6|. Reported procedure: To a stirred solution of 2-amino-4-(ethylsulfonyl)phenol (452.7 mg, 2.25 mmol) in ethanol (17 mL) was added 5-methyl-2-thiophenecarboxaldehyde (242 μL, 2.25 mmol). The mixture was heated at 70° C. for 70 min. After cooling, a small amount of precipitate was formed. After filtration and evaporation of the filtrate, the resulting product was dissolved in acetonitrile (9.8 mL) and lead tetraacetate (887 mg, 2 mmol) was added. The resulting mixture was heated at 100° C. for 5 min. After cooling, the...